Dataset: the Open Reaction Database (ORD), a public repository of structured organic reaction records. Task: describe an organic reaction: reactants, conditions, products, and yield The reactants are BrCCOc1ccccc1-c1nc(-c2ccccc2)no1, CN1CCNCC1, CCO, Cl, C1COCCO1. The product is CN1CCN(CCOc2ccccc2-c2nc(-c3ccccc3)no2)CC1. Reaction SMILES: [Br:1][CH2:2][CH2:3][O:4][c:5]1[c:6](-[c:11]2[n:12][c:13](-[c:16]3[cH:17][cH:18][cH:19][cH:20][cH:21]3)[n:14][o:15]2)[cH:7][cH:8][cH:9][cH:10]1.[CH3:22][N:23]1[CH2:24][CH2:25][NH:26][CH2:27][CH2:28]1.[CH3:36][CH2:37][OH:38].[ClH:29].[O:30]1[CH2:31][CH2:32][O:33][CH2:34][CH2:35]1>>[CH2:2]([CH2:3][O:4][c:5]1[c:6](-[c:11]2[n:12][c:13](-[c:16]3[cH:17][cH:18][cH:19][cH:20][cH:21]3)[n:14][o:15]2)[cH:7][cH:8][cH:9][cH:10]1)[N:26]1[CH2:25][CH2:24][N:23]([CH3:22])[CH2:28][CH2:27]1. Reactants: C(C)(=O)OC1=CC=C(C=C1)I (p-iodophenyl acetate), C(C)(=O)[O-] (acetate), C(C)(=O)[O-] (acetate), IC(C(C(I)(F)F)(F)F)(F)F (1,3-diiodohexafluoropropane), IC(C(F)(F)F)(C(F)(F)F)I (diiodohexafluoropropane). The reagents and catalysts are [Cu] (copper), [Cu] (copper). Run in CS(=O)C (dimethyl sulfoxide). Run at time 3.5 hour. Yields the product C(C)(=O)OC1=CC=C(C=C1)C(C(C(I)(F)F)(F)F)(F)F (4-(perfluoro-3-iodopropyl)phenyl acetate). Reaction SMILES: [C:1]([O:4][C:5]1[CH:10]=[CH:9][C:8](I)=[CH:7][CH:6]=1)(=[O:3])[CH3:2].[I:12][C:13]([F:22])([F:21])[C:14]([F:20])([F:19])[C:15]([F:18])([F:17])I.IC(I)(C(F)(F)F)C(F)(F)F.C([O-])(=O)C>CS(C)=O.[Cu]>[C:1]([O:4][C:5]1[CH:10]=[CH:9][C:8]([C:15]([F:18])([F:17])[C:14]([F:20])([F:19])[C:13]([F:22])([F:21])[I:12])=[CH:7][CH:6]=1)(=[O:3])[CH3:2]. Reported procedure: The first stage of the process (equation A) involves reacting p-iodophenyl acetate (II) with 1,3-diiodohexafluoropropane (III). The reaction is conducted in anhydrous dimethyl sulfoxide (DMSO) in the presence of copper powder. Equimolar amounts of the reactants can be used, but it is usually preferred to employ an excess of the diiodohexafluoropropane e.g., 1 to 1.5 moles per mole of the acetate. For every mole of acetate, at least 2, e.g., about 2 to 10, gram atoms of copper are utilized. The r... Starting materials: CC(C)(C)OC(=O)N1CCCC1CCl, O=C([O-])[O-], C[N-]C, CCOC(C)=O, [I-], [K+], [K+], [K+], N#Cc1cccc(O)c1. The product is CC(C)(C)OC(=O)N1CCCC1COc1cccc(C#N)c1. RXN SMILES: [C:1]([CH3:2])([CH3:3])([CH3:4])[O:5][C:6](=[O:7])[N:8]1[CH:9]([CH2:13][Cl:14])[CH2:10][CH2:11][CH2:12]1.[C:26](=[O:27])([O-:28])[O-:29].[CH3:32][N-:33][CH3:34].[CH3:35][CH2:36][O:37][C:38](=[O:39])[CH3:40].[I-:25].[K+:24].[K+:30].[K+:31].[OH:15][c:16]1[cH:17][c:18]([C:19]#[N:20])[cH:21][cH:22][cH:23]1>>[C:1]([CH3:2])([CH3:3])([CH3:4])[O:5][C:6](=[O:7])[N:8]1[CH:9]([CH2:13][O:15][c:16]2[cH:17][c:18]([C:19]#[N:20])[cH:21][cH:22][cH:23]2)[CH2:10][CH2:11][CH2:12]1. Reactants: FC(C=1C=CC(=NC1)N1CCNCC1)(F)F (1-(5-trifluoromethyl-pyridin-2-yl)-piperazine), COC(CCCBr)=O (4-bromo-butyric acid methyl ester), C([O-])([O-])=O.[K+].[K+] (potassium carbonate), [I-].[K+] (potassium iodide), [OH-].[Li+] (lithium hydroxide). Run in C(C)#N (acetonitrile), C(C)#N (acetonitrile), O (water). Reaction conditions: temperature 100 celsius. Yields the product [Li+].FC(C=1C=CC(=NC1)N1CCN(CC1)CCCC(=O)[O-])(F)F (4-[4-(5-trifluoromethyl-pyridin-2-yl)-piperazin-1-yl]-butyric acid lithium salt). Isolated yield 116.4%. RXN SMILES: [F:1][C:2]([F:16])([F:15])[C:3]1[CH:4]=[CH:5][C:6]([N:9]2[CH2:14][CH2:13][NH:12][CH2:11][CH2:10]2)=[N:7][CH:8]=1.C[O:18][C:19](=[O:24])[CH2:20][CH2:21][CH2:22]Br.C(=O)([O-])[O-].[K+].[K+].[I-].[K+].[OH-].[Li+:34]>C(#N)C.O>[Li+:34].[F:16][C:2]([F:1])([F:15])[C:3]1[CH:4]=[CH:5][C:6]([N:9]2[CH2:10][CH2:11][N:12]([CH2:22][CH2:21][CH2:20][C:19]([O-:24])=[O:18])[CH2:13][CH2:14]2)=[N:7][CH:8]=1 |f:2.3.4,5.6,7.8,11.12|. Procedure details: A mixture of 1-(5-trifluoromethyl-pyridin-2-yl)-piperazine (370 mg; 1.60 mmol), 4-bromo-butyric acid methyl ester (312 g; 1.60 mmol), potassium carbonate (442 mg; 3.30 mmol) and potassium iodide (265 mg; 1.65 mmol) in acetonitrile (6 mL) is heated to 100° C. for 2 hours. The reaction mixture is allowed to attain room temperature, filtered and the filtrate is concentrated under high vacuum. The resulting residue is taken up in tetrahydrofuran (10 mL) and a solution of lithium hydroxide (115 mg; 4... Starting materials: O (water), C(C)C1=CC=C(C=C1)C=1C=NN2C1N=CN=C2O (8-(4-ethylphenyl)-4-hydroxypyrazolo[1,5-a]-1,3,5-triazine), O (water). The reagents and catalysts are [O-2].[O-2].[O-2].[Cr+6] (chromium trioxide). Solvent: C(C)(=O)O (acetic acid). Run at time 14 hour. Yields the product C(C)(=O)C1=CC=C(C=C1)C=1C=NN2C1N=CN=C2O (8-(4-Acetylphenyl)-4-hydroxypyrazolo[1,5-a]-1,3,5-triazine). RXN SMILES: [CH2:1]([C:3]1[CH:8]=[CH:7][C:6]([C:9]2[CH:10]=[N:11][N:12]3[C:17]([OH:18])=[N:16][CH:15]=[N:14][C:13]=23)=[CH:5][CH:4]=1)[CH3:2].[OH2:19]>C(O)(=O)C.[O-2].[O-2].[O-2].[Cr+6]>[C:1]([C:3]1[CH:4]=[CH:5][C:6]([C:9]2[CH:10]=[N:11][N:12]3[C:17]([OH:18])=[N:16][CH:15]=[N:14][C:13]=23)=[CH:7][CH:8]=1)(=[O:19])[CH3:2] |f:3.4.5.6|. Reported procedure: To a suspension of 8-(4-ethylphenyl)-4-hydroxypyrazolo[1,5-a]-1,3,5-triazine (240 mg) in acetic acid (5 ml) are added chromium trioxide (500 mg) and water (1 ml), and the mixture is stirred at room temperature for 14 hours. To the reaction mixture is added water, and the insoluble material is separated by filtration, washed with water and dried to give the title compound (150 mg).